From a dataset of the Open Reaction Database (ORD), a public repository of structured organic reaction records. describe an organic reaction: reactants, conditions, products, and yield Reactants: BrC1=CC(=C(C=C1)C(C\C(=N/O)\C=1C=CC(N(C1)C)=O)C1=C(C=CC=C1)C)F (5-{3-(4-Bromo-2-fluoro-phenyl)-1-[(E)-hydroxyimino]-3-o-tolyl-propyl}-1-methyl-1H-pyridin-2-one), C(=O)(O)C1=C(C=CC=C1)B(O)O (2-carboxyphenylboronic acid), O (water), C([O-])([O-])=O.[Na+].[Na+] (sodium carbonate). The reagents and catalysts are [CH-]1C=CC(=C1)P(C2=CC=CC=C2)C3=CC=CC=C3.[CH-]1C=CC(=C1)P(C2=CC=CC=C2)C3=CC=CC=C3.Cl[Pd]Cl.[Fe+2] (dichloro(1,1′-bis(diphenylphosphino)-ferrocene)palladium(II) dichloromethane adduct). Run in O1CCOCC1 (1,4-dioxane). Yields the product FC=1C=C(C=CC1C(C\C(\C1=CN(C(C=C1)=O)C)=N/O)C1=C(C=CC=C1)C)C=1C(=CC=CC1)C(=O)O (3′-Fluoro-4′-[3-[(E)-hydroxyimino]-3-(1-methyl-6-oxo-1,6-dihydro-pyridin-3-yl)-1-o-tolyl-propyl]-biphenyl-2-carboxylic acid). RXN SMILES: Br[C:2]1[CH:7]=[CH:6][C:5]([CH:8]([C:21]2[CH:26]=[CH:25][CH:24]=[CH:23][C:22]=2[CH3:27])[CH2:9]/[C:10](/[C:13]2[CH:14]=[CH:15][C:16](=[O:20])[N:17]([CH3:19])[CH:18]=2)=[N:11]\[OH:12])=[C:4]([F:28])[CH:3]=1.[C:29]([C:32]1[CH:37]=[CH:36][CH:35]=[CH:34][C:33]=1B(O)O)([OH:31])=[O:30].O.C(=O)([O-])[O-].[Na+].[Na+]>O1CCOCC1.[CH-]1C=C(P(C2C=CC=CC=2)C2C=CC=CC=2)C=C1.[CH-]1C=C(P(C2C=CC=CC=2)C2C=CC=CC=2)C=C1.Cl[Pd]Cl.[Fe+2]>[F:28][C:4]1[CH:3]=[C:2]([C:33]2[C:32]([C:29]([OH:31])=[O:30])=[CH:37][CH:36]=[CH:35][CH:34]=2)[CH:7]=[CH:6][C:5]=1[CH:8]([C:21]1[CH:26]=[CH:25][CH:24]=[CH:23][C:22]=1[CH3:27])[CH2:9]/[C:10](=[N:11]\[OH:12])/[C:13]1[CH:14]=[CH:15][C:16](=[O:20])[N:17]([CH3:19])[CH:18]=1 |f:3.4.5,7.8.9.10|. Procedure: In analogy to example 166, step 1, 5-{3-(4-bromo-2-fluoro-phenyl)-1-[(E)-hydroxyimino]-3-o-tolyl-propyl}-1-methyl-1H-pyridin-2-one (example 193, step 4) was reacted with 2-carboxyphenylboronic acid in the presence of dichloro(1,1′-bis(diphenylphosphino)-ferrocene)palladium(II) dichloromethane adduct in a mixture of 1,4-dioxane, water and 2 M aqueous sodium carbonate solution to give the title compound containing 10% of the corresponding Z isomer as a light brown solid, MS (ESI−): m/z=483.1 [M−H]... The reactants are OBO, COC(=O)c1cc(Cl)ccc1NC(=O)COCC(=O)Nc1cc(Br)ccc1C, COc1ccccc1. Product: COC(=O)c1cc(Cl)ccc1NC(=O)COCC(=O)Nc1cc(-c2ccc(OC)cc2)ccc1C. RXN SMILES: [BH:1]([OH:2])[OH:3].[CH3:12][O:13][C:14]([c:15]1[c:16]([NH:22][C:23]([CH2:24][O:25][CH2:26][C:27](=[O:28])[NH:29][c:30]2[c:31]([CH3:37])[cH:32][cH:33][c:34]([Br:36])[cH:35]2)=[O:38])[cH:17][cH:18][c:19]([Cl:21])[cH:20]1)=[O:39].[CH3:4][O:5][c:6]1[cH:7][cH:8][cH:9][cH:10][cH:11]1>>[CH3:4][O:5][c:6]1[cH:7][cH:8][c:9](-[c:34]2[cH:33][cH:32][c:31]([CH3:37])[c:30]([NH:29][C:27]([CH2:26][O:25][CH2:24][C:23]([NH:22][c:16]3[c:15]([C:14]([O:13][CH3:12])=[O:39])[cH:20][c:19]([Cl:21])[cH:18][cH:17]3)=[O:38])=[O:28])[cH:35]2)[cH:10][cH:11]1. Reactants: ClC=1C=CC(=C(CBr)C1)F (5-chloro-2-fluorobenzyl bromide), Grignard reagent, C(C1=CC=CC=C1)N1CCC(CC1)=O (N-benzyl-4-piperidone). Product: C(C1=CC=CC=C1)N1CCC(CC1)(O)CC1=C(C=CC(=C1)Cl)F (1-benzyl-4-(5-chloro-2-fluorobenzyl)-4-piperidinol). RXN SMILES: [Cl:1][C:2]1[CH:3]=[CH:4][C:5]([F:10])=[C:6]([CH:9]=1)[CH2:7]Br.[CH2:11]([N:18]1[CH2:23][CH2:22][C:21](=[O:24])[CH2:20][CH2:19]1)[C:12]1[CH:17]=[CH:16][CH:15]=[CH:14][CH:13]=1>>[CH2:11]([N:18]1[CH2:23][CH2:22][C:21]([CH2:7][C:6]2[CH:9]=[C:2]([Cl:1])[CH:3]=[CH:4][C:5]=2[F:10])([OH:24])[CH2:20][CH2:19]1)[C:12]1[CH:13]=[CH:14][CH:15]=[CH:16][CH:17]=1. Reported procedure: A sample of 5-chloro-2-fluorobenzyl bromide is converted to its Grignard reagent which is reacted with N-benzyl-4-piperidone to provide 1-benzyl-4-(5-chloro-2-fluorobenzyl)-4-piperidinol. The above is performed in a manner consistent with the procedure of Example 2A. This product is distilled at 210° C., 0.15 mm giving an orange oil. The oil is dissolved in ether where it is converted to its hydrochloride salt which is recrystallized thrice from an ethyl alcohol-ether mixture to provide the prod... The reactants are CC1=NN(C(=C1C1=CC=CC=C1)C)C1=CC=C(C=C1)CCNC(OC1=CC=CC=C1)=O (Phenyl 2-[4-(3,5-dimethyl-4-phenyl-1H-pyrazol-1-yl)phenyl]ethylcarbamate), CC=1SC(=C(N1)C)S(=O)(=O)N (2,4-dimethyl-1,3-thiazole-5-sulfonamide). Product: CC1=NN(C(=C1C1=CC=CC=C1)C)C1=CC=C(C=C1)CCNC(=O)NS(=O)(=O)C1=C(N=C(S1)C)C (N-[({2-[4-(3,5-Dimethyl-4-phenyl-1H-pyrazol-1-yl)phenyl]ethyl}amino)carbonyl]-2,4-dimethyl-1,3-thiazole-5-sulfonamide). RXN SMILES: [CH3:1][C:2]1[C:6]([C:7]2[CH:12]=[CH:11][CH:10]=[CH:9][CH:8]=2)=[C:5]([CH3:13])[N:4]([C:14]2[CH:19]=[CH:18][C:17]([CH2:20][CH2:21][NH:22][C:23](=[O:31])OC3C=CC=CC=3)=[CH:16][CH:15]=2)[N:3]=1.[CH3:32][C:33]1[S:34][C:35]([S:39]([NH2:42])(=[O:41])=[O:40])=[C:36]([CH3:38])[N:37]=1>>[CH3:1][C:2]1[C:6]([C:7]2[CH:8]=[CH:9][CH:10]=[CH:11][CH:12]=2)=[C:5]([CH3:13])[N:4]([C:14]2[CH:19]=[CH:18][C:17]([CH2:20][CH2:21][NH:22][C:23]([NH:42][S:39]([C:35]3[S:34][C:33]([CH3:32])=[N:37][C:36]=3[CH3:38])(=[O:40])=[O:41])=[O:31])=[CH:16][CH:15]=2)[N:3]=1. Reported procedure: The title compound was prepared according to the procedure described in step 2 of Example 22 from phenyl 2-[4-(3,5-dimethyl-4-phenyl-1H-pyrazol-1-yl)phenyl]ethylcarbamate (step 1 of Example 22) and 2,4-dimethyl-1,3-thiazole-5-sulfonamide: 1H-NMR [CDCl3/CD3OD(10:1)] δ 7.46-7.22 (9H, m), 6.20 (1H, br.s), 3.48-3.45 (2H, m), 2.88-2.82 (2H, m), 2.64 (3H, s), 2.59 (3H, s), 2.30 (3H, s), 2.20 (3H, s). Starting materials: FC1=CC=C(C=C1)N1N=C(C=C1C=1SC(=CC1)SC)C(=O)OCC (ethyl 1-(4-fluorophenyl)-5-[5-(methylthio)-2-thienyl]pyrazole-3-carboxylate), C[O-].[Na+] (sodium methoxide), C(=O)N (formamide), O (Water). Run at temperature 100 celsius, time 1 hour. Product: FC1=CC=C(C=C1)N1N=C(C=C1C=1SC(=CC1)SC)C(=O)N (1-(4-fluorophenyl)-5-[5-(methylthio)-2-thienyl]pyrazole-3-carboxamide). Reaction SMILES: [F:1][C:2]1[CH:7]=[CH:6][C:5]([N:8]2[C:12]([C:13]3[S:14][C:15]([S:18][CH3:19])=[CH:16][CH:17]=3)=[CH:11][C:10]([C:20]([O:22]CC)=O)=[N:9]2)=[CH:4][CH:3]=1.C[O-].[Na+].O.C([NH2:31])=O>>[F:1][C:2]1[CH:7]=[CH:6][C:5]([N:8]2[C:12]([C:13]3[S:14][C:15]([S:18][CH3:19])=[CH:16][CH:17]=3)=[CH:11][C:10]([C:20]([NH2:31])=[O:22])=[N:9]2)=[CH:4][CH:3]=1 |f:1.2|. Procedure details: A mixture of ethyl 1-(4-fluorophenyl)-5-[5-(methylthio)-2-thienyl]pyrazole-3-carboxylate (2.1 g) and sodium methoxide (895 mg) in formamide (10 ml) was stirred at 100° C. for 1 hour. Water was added to the reaction mixture, and the precipitates were collected, washed with water, and dried invacuo to give crystals of 1-(4-fluorophenyl)-5-[5-(methylthio)-2-thienyl]pyrazole-3-carboxamide (1.6 g). Starting materials: C(C)OC1=C(C(=O)OC(C)(C)C)C=CC(=C1)[N+](=O)[O-] (tert-butyl 2-ethoxy-4-nitrobenzoate). Reagents/catalysts: [C].[Pd] (palladium-carbon). Solvent: C(C)O (ethanol). Run at time 8 hour. Yields the product NC1=CC(=C(C(=O)OC(C)(C)C)C=C1)OCC (tert-butyl 4-amino-2-ethoxybenzoate). Isolated yield 96.3%. Reaction SMILES: [CH2:1]([O:3][C:4]1[CH:16]=[C:15]([N+:17]([O-])=O)[CH:14]=[CH:13][C:5]=1[C:6]([O:8][C:9]([CH3:12])([CH3:11])[CH3:10])=[O:7])[CH3:2]>C(O)C.[C].[Pd]>[NH2:17][C:15]1[CH:14]=[CH:13][C:5]([C:6]([O:8][C:9]([CH3:11])([CH3:12])[CH3:10])=[O:7])=[C:4]([O:3][CH2:1][CH3:2])[CH:16]=1 |f:2.3|. Procedure details: To a solution of tert-butyl 2-ethoxy-4-nitrobenzoate (550 mg) obtained in Step B of Example 139 in ethanol (10 mL) was added 10% palladium-carbon (42 mg), and the mixture was stirred overnight at room temperature under hydrogen atmosphere (at normal pressures). The palladium carbon was removed by filtration through Celite, and the solvent was evaporated under reduced pressure to give the title compound (470 mg).